Dataset: the Open Reaction Database (ORD), a public repository of structured organic reaction records. Task: describe an organic reaction: reactants, conditions, products, and yield Reactants: O=C1NC2=C(C=CC=C2C1)OC1=C(C=CC=C1Cl)Cl (2-oxo-7-(2,6-dichlorophenoxy)indoline), [OH-].[Na+] (sodium hydroxide), O (water), [OH-].[Na+] (sodium hydroxide). The solvent is O1CCOCC1 (dioxane). The product is NC1=C(C=CC=C1OC1=C(C=CC=C1Cl)Cl)CC(=O)[O-].[Na+] (sodium 2-[2-amino-3-(2,6-dichlorophenoxy)phenyl]acetate). As a reaction SMILES: [O:1]=[C:2]1[CH2:10][C:9]2[C:4](=[C:5]([O:11][C:12]3[C:17]([Cl:18])=[CH:16][CH:15]=[CH:14][C:13]=3[Cl:19])[CH:6]=[CH:7][CH:8]=2)[NH:3]1.[OH-:20].[Na+:21].O>O1CCOCC1>[NH2:3][C:4]1[C:5]([O:11][C:12]2[C:17]([Cl:18])=[CH:16][CH:15]=[CH:14][C:13]=2[Cl:19])=[CH:6][CH:7]=[CH:8][C:9]=1[CH2:10][C:2]([O-:20])=[O:1].[Na+:21] |f:1.2,5.6|. Reported procedure: A mixture of 2-oxo-7-(2,6-dichlorophenoxy)indoline (3.4 g.), sodium hydroxide (1.86 g.) and water (50 ml.) was refluxed under heating for 120 hours with stirring. Insoluble starting material (2.5 g.) was recovered by filtration and the filtrate was cooled. The precipitates were collected by filtration and washed with a small amount of water and diethyl ether in turn to give the captioned compound (1.35 g.). Further, to the above obtained insoluble material (2.5 g.) were added sodium hydroxide (2...